This data is from the Open Reaction Database (ORD), a public repository of structured organic reaction records. The task is: describe an organic reaction: reactants, conditions, products, and yield Reactants: O1[C@@H](C1)COC1=CC=CC=2NC3=CC=CC=C3C12 (4-[(2S)-oxiranylmethoxy]-9H-carbazole), NCC1CCN(CC1)CCC(F)(F)F (4-aminomethyl-1-(3,3,3-trifluoropropyl)-piperidine). The product is C1=CC=C(C=2C3=CC=CC=C3NC12)OC[C@H](CNCC1CCN(CC1)CCC(F)(F)F)O ((2S)-1-(9H-Carbazol-4-yloxy)-3-{[1-(3,3,3-trifluoro-propyl)-piperidin-4-ylmethyl]-amino}-propan-2-ol). Yield: 18.2%. RXN SMILES: [O:1]1[CH2:3][C@H:2]1[CH2:4][O:5][C:6]1[C:18]2[C:17]3[C:12](=[CH:13][CH:14]=[CH:15][CH:16]=3)[NH:11][C:10]=2[CH:9]=[CH:8][CH:7]=1.[NH2:19][CH2:20][CH:21]1[CH2:26][CH2:25][N:24]([CH2:27][CH2:28][C:29]([F:32])([F:31])[F:30])[CH2:23][CH2:22]1>>[CH:9]1[C:10]2[NH:11][C:12]3[C:17](=[CH:16][CH:15]=[CH:14][CH:13]=3)[C:18]=2[C:6]([O:5][CH2:4][C@@H:2]([OH:1])[CH2:3][NH:19][CH2:20][CH:21]2[CH2:26][CH2:25][N:24]([CH2:27][CH2:28][C:29]([F:32])([F:30])[F:31])[CH2:23][CH2:22]2)=[CH:7][CH:8]=1. Reported procedure: Prepared from 260 mg (1.09 mmol) of 4-[(2S)-oxiranylmethoxy]-9H-carbazole and 229 mg (1.09 mmol) of 4-aminomethyl-1-(3,3,3-trifluoropropyl)-piperidine according to the procedure used for Example 2 to give 0.089 g of the title compound as a white solid (Et2O, EtOAc/hexane).